Dataset: the Open Reaction Database (ORD), a public repository of structured organic reaction records. Task: describe an organic reaction: reactants, conditions, products, and yield Starting materials: CC(C)(C)OC(=O)N(Cc1ccc2c(c1)OCCO2)C1CCNCC1, CC(=O)O[BH-](OC(C)=O)OC(C)=O, O=C([O-])O, CC(=O)O, ClC(Cl)Cl, O=CCn1c(=O)cc(Cl)c2ccc(F)cc21, [Na+], [Na+]. Product: CC(C)(C)OC(=O)N(Cc1ccc2c(c1)OCCO2)C1CCN(CCn2c(=O)cc(Cl)c3ccc(F)cc32)CC1. As a reaction SMILES: [C:17]([CH3:18])([CH3:19])([CH3:20])[O:21][C:22]([N:23]([CH:24]1[CH2:25][CH2:26][NH:27][CH2:28][CH2:29]1)[CH2:30][c:31]1[cH:32][c:33]2[c:34]([cH:39][cH:40]1)[O:35][CH2:36][CH2:37][O:38]2)=[O:41].[C:42]([O:43][BH-:44]([O:45][C:46](=[O:47])[CH3:48])[O:49][C:50](=[O:51])[CH3:52])(=[O:53])[CH3:54].[C:56](=[O:57])([O-:58])[OH:59].[CH3:61][C:62](=[O:63])[OH:64].[CH:65]([Cl:66])([Cl:67])[Cl:68].[Cl:1][c:2]1[cH:3][c:4](=[O:16])[n:5]([CH2:13][CH:14]=[O:15])[c:6]2[cH:7][c:8]([F:12])[cH:9][cH:10][c:11]12.[Na+:55].[Na+:60]>>[Cl:1][c:2]1[cH:3][c:4](=[O:16])[n:5]([CH2:13][CH2:14][N:27]2[CH2:26][CH2:25][CH:24]([N:23]([C:22]([O:21][C:17]([CH3:18])([CH3:19])[CH3:20])=[O:41])[CH2:30][c:31]3[cH:32][c:33]4[c:34]([cH:39][cH:40]3)[O:35][CH2:36][CH2:37][O:38]4)[CH2:29][CH2:28]2)[c:6]2[cH:7][c:8]([F:12])[cH:9][cH:10][c:11]12. Product: O=C(O)C(O)(c1ccccc1)C1CCC(F)(F)C1. Reactants: CC(C)(C)C1OC(=O)C(c2ccccc2)(C2CCC(F)(F)C2)O1, CO, [Na+], [OH-], O. As a reaction SMILES: [C:1]([CH:2]1[O:6][C:7]([c:11]2[cH:12][cH:13][cH:14][cH:15][cH:16]2)([CH:17]2[CH2:18][C:19]([F:22])([F:23])[CH2:20][CH2:21]2)[C:8](=[O:10])[O:9]1)([CH3:3])([CH3:4])[CH3:5].[CH3:24][OH:25].[Na+:27].[OH-:26].[OH2:28]>>[OH:6][C:7]([C:8](=[O:9])[OH:10])([c:11]1[cH:12][cH:13][cH:14][cH:15][cH:16]1)[CH:17]1[CH2:18][C:19]([F:22])([F:23])[CH2:20][CH2:21]1. The reactants are C(CCCCCC)Br (n-heptylbromide), [OH-].[Na+] (sodium hydroxide), BrC1=CC=C(C=C1)S (4-Bromothiophenol). The solvent is O (water), O (water). The product is C(CCCCCC)SC1=CC=C(C=C1)Br (4-n-heptylthiobromobenzene). The yield is 85.0%. RXN SMILES: [Br:1][C:2]1[CH:7]=[CH:6][C:5]([SH:8])=[CH:4][CH:3]=1.[CH2:9](Br)[CH2:10][CH2:11][CH2:12][CH2:13][CH2:14][CH3:15].[OH-].[Na+]>O>[CH2:9]([S:8][C:5]1[CH:6]=[CH:7][C:2]([Br:1])=[CH:3][CH:4]=1)[CH2:10][CH2:11][CH2:12][CH2:13][CH2:14][CH3:15] |f:2.3|. Procedure: 4-Bromothiophenol (15 g, 0.0794 m) was stirred and heated at 80° C. for 18 hours with n-heptylbromide (14.9 g, 0.0833 m) sodium hydroxide (3.3 g, 0.0833 m) and water (15 mls). The mixture was then added to water (50 mls) and extracted with petroleum spirit 400°-60° (3×50 mls). The combined organic phase was dried over magnesium sulphate and evaporated to yield 4-n-heptylthiobromobonzene (19.5 g, 89% GLC, 85% yield). The reactants are C12(CC3CC(CC(C1)C3)C2)NC([C@H](NC(=O)OCC2=CC=CC=C2)C)=O (N-Benzyloxycarbonyl-D-alanine 1-adamantyl amide), C(C)(C)[NH-] (isopropyl amide). The product is C12(CC3CC(CC(C1)C3)C2)NC([C@H](N)C)=O (D-Alanine 1-Adamantyl Amide). RXN SMILES: [C:1]12([NH:11][C:12](=[O:26])[C@@H:13]([CH3:25])[NH:14]C(OCC3C=CC=CC=3)=O)[CH2:10][CH:5]3[CH2:6][CH:7]([CH2:9][CH:3]([CH2:4]3)[CH2:2]1)[CH2:8]2.C([NH-])(C)C>>[C:1]12([NH:11][C:12](=[O:26])[C@@H:13]([CH3:25])[NH2:14])[CH2:10][CH:5]3[CH2:4][CH:3]([CH2:9][CH:7]([CH2:6]3)[CH2:8]1)[CH2:2]2. Reported procedure: N-Benzyloxycarbonyl-D-alanine 1-adamantyl amide is hydrogenated by the precedure as described for the isopropyl amide.